Dataset: the Open Reaction Database (ORD), a public repository of structured organic reaction records. Task: describe an organic reaction: reactants, conditions, products, and yield Reactants: C(C)(=O)NC1CN(CC1)C1=C(C=C2C(C(=CN(C2=N1)C1=C(C=C(C=C1)F)F)C(=O)OCC)=O)F (ethyl 7-(3-acetylamino-1-pyrrolidinyl)-1-(2,4-difluorophenyl)-6-fluoro-1,4-dihydro-4-oxo-1,8-naphthyridine-3-carboxylate), Cl (hydrochloric acid). Product: Cl.NC1CN(CC1)C1=C(C=C2C(C(=CN(C2=N1)C1=C(C=C(C=C1)F)F)C(=O)O)=O)F (7-(3-amino-1-pyrrolidinyl)-1-(2,4-difluorophenyl)-6-fluoro-1,4-dihydro-4-oxo-1,8-naphthyridine-3-carboxylic acid hydrochloride). The yield is 84.0%. As a reaction SMILES: C([NH:4][CH:5]1[CH2:9][CH2:8][N:7]([C:10]2[N:19]=[C:18]3[C:13]([C:14](=[O:33])[C:15]([C:28]([O:30]CC)=[O:29])=[CH:16][N:17]3[C:20]3[CH:25]=[CH:24][C:23]([F:26])=[CH:22][C:21]=3[F:27])=[CH:12][C:11]=2[F:34])[CH2:6]1)(=O)C.[ClH:35]>>[ClH:35].[NH2:4][CH:5]1[CH2:9][CH2:8][N:7]([C:10]2[N:19]=[C:18]3[C:13]([C:14](=[O:33])[C:15]([C:28]([OH:30])=[O:29])=[CH:16][N:17]3[C:20]3[CH:25]=[CH:24][C:23]([F:26])=[CH:22][C:21]=3[F:27])=[CH:12][C:11]=2[F:34])[CH2:6]1 |f:2.3|. Procedure details: In 5 ml of 6N hydrochloric acid was dissolved 500 mg of ethyl 7-(3-acetylamino-1-pyrrolidinyl)-1-(2,4-difluorophenyl)-6-fluoro-1,4-dihydro-4-oxo-1,8-naphthyridine-3-carboxylate, and the resulting solution was subjected to reaction under reflux for 4 hours. Subsequently, the crystals thus deposited were collected by filtration and washed with 1 ml of water to obtain 390 mg (yield 84.0%) of 7-(3-amino-1-pyrrolidinyl)-1-(2,4-difluorophenyl)-6-fluoro-1,4-dihydro-4-oxo-1,8-naphthyridine-3-carboxylic ... Starting materials: NC=1C=C(C=CC1N)C1=CC(=C(N)C=C1)N (3,3′-diaminobenzidine), COC1=CC=C(C=C1)C=CC=O (3-(4-methoxyphenyl)acrylaldehyde). The product is COC1=CC=C(/C=C/C2=NC3=C(N2)C=CC(=C3)C3=CC2=C(N=C(N2)\C=C\C2=CC=C(C=C2)OC)C=C3)C=C1 (2,2′-bis((E)-4-methoxystyryl)-1H,3′H-5,5′-bibenzo[d]imidazole). Reaction SMILES: [NH2:1][C:2]1[CH:3]=[C:4]([C:9]2[CH:15]=[CH:14][C:12]([NH2:13])=[C:11]([NH2:16])[CH:10]=2)[CH:5]=[CH:6][C:7]=1[NH2:8].[CH3:17][O:18][C:19]1[CH:24]=[CH:23][C:22]([CH:25]=[CH:26][CH:27]=O)=[CH:21][CH:20]=1>>[CH3:17][O:18][C:19]1[CH:24]=[CH:23][C:22](/[CH:25]=[CH:26]/[C:27]2[NH:8][C:7]3[CH:6]=[CH:5][C:4]([C:9]4[CH:15]=[CH:14][C:12]5[N:13]=[C:27](/[CH:26]=[CH:25]/[C:22]6[CH:21]=[CH:20][C:19]([O:18][CH3:17])=[CH:24][CH:23]=6)[NH:16][C:11]=5[CH:10]=4)=[CH:3][C:2]=3[N:1]=2)=[CH:21][CH:20]=1. Procedure details: Compound 262 was prepared according to the procedure similar to that described in Scheme III from 3,3′-diaminobenzidine and 3-(4-methoxyphenyl)acrylaldehyde. [M+H]+ calcd for C32H26N4O2: 499.21; found: 499.00. Reactants: C(C)(C)(C)OC(=O)N(C)[C@H]1CNCC1 ((R)-3-[N-(tert-butoxycarbonyl)-N-methylamino]pyrrolidine), BrC1=CN=CC=2C=CC=C(C12)S(=O)(=O)Cl (4-bromo-5-isoquinolinesulfonyl chloride), ClC1=CN=CC=2C=CC=C(C12)S(=O)(=O)Cl (4-chloro-5-isoquinolinesulfonyl chloride), C(C)(C)(C)OC(=O)NC1CNCC1 (3-(tert-butoxycarbonylamino)pyrrolidine). Yields the product C(C)(C)(C)OC(=O)N(C)[C@H]1CN(CC1)S(=O)(=O)C=1C=2C(=CN=CC2C=CC1)Cl ((R)-3-[N-(tert-Butoxycarbonyl)-N-methylamino]-1-(4-chloro-5-isoquinolinesulfonyl)pyrrolidine), ClC1=CN=CC=2C=CC=C(C12)S(=O)(=O)N1C[C@@H](CC1)NC ((R)-1-(4-Chloro-5-isoquinolinesulfonyl)-3-(methylamino)pyrrolidine), Cl (hydrochloride). Reaction SMILES: [Cl:1][C:2]1[C:11]2[C:10]([S:12](Cl)(=[O:14])=[O:13])=[CH:9][CH:8]=[CH:7][C:6]=2[CH:5]=[N:4][CH:3]=1.[C:16]([O:20][C:21]([N:23]([C@@H:25]1[CH2:29][CH2:28][NH:27][CH2:26]1)[CH3:24])=[O:22])([CH3:19])([CH3:18])[CH3:17].BrC1C2C(S([Cl:44])(=O)=O)=CC=CC=2C=NC=1.C(O[C:50]([NH:52][CH:53]1[CH2:57][CH2:56][NH:55][CH2:54]1)=O)(C)(C)C>>[C:16]([O:20][C:21]([N:23]([C@@H:25]1[CH2:29][CH2:28][N:27]([S:12]([C:10]2[C:11]3[C:2]([Cl:1])=[CH:3][N:4]=[CH:5][C:6]=3[CH:7]=[CH:8][CH:9]=2)(=[O:14])=[O:13])[CH2:26]1)[CH3:24])=[O:22])([CH3:19])([CH3:17])[CH3:18].[Cl:1][C:2]1[C:11]2[C:10]([S:12]([N:55]3[CH2:56][CH2:57][C@@H:53]([NH:52][CH3:50])[CH2:54]3)(=[O:14])=[O:13])=[CH:9][CH:8]=[CH:7][C:6]=2[CH:5]=[N:4][CH:3]=1.[ClH:44]. Procedure details: (R)-3-[N-(tert-Butoxycarbonyl)-N-methylamino]-1-(4-chloro-5-isoquinolinesulfonyl)pyrrolidine (Intermediate 21b) was prepared by using 4-chloro-5-isoquinolinesulfonyl chloride and (R)-3-[N-(tert-butoxycarbonyl)-N-methylamino]pyrrolidine in the method of Example 31, Step A instead of 4-bromo-5-isoquinolinesulfonyl chloride and 3-(tert-butoxycarbonylamino)pyrrolidine, respectively, and then used in the method of Example 31, Step B in a similar manner to obtain the title compound as hydrochloride. Reactants: CO (MeOH), Cl (hydrogen chloride), O1CCOCC1 (dioxane), C(C)OC=1C(=C(C=2N(N1)C(=C(N2)C2=CC=C(C=C2)C2(CCC2)NC(OC(C)(C)C)=O)C2=CC=CC=C2)C)C (tert-butyl {1-[4-(6-ethoxy-7,8-dimethyl-3-phenylimidazo[1,2-b]pyridazin-2-yl)phenyl]cyclobutyl}carbamate). Run in C(Cl)Cl (DCM), C(Cl)Cl (DCM). Reaction conditions: time 8 hour. Product: C(C)OC=1C(=C(C=2N(N1)C(=C(N2)C2=CC=C(C=C2)C2(CCC2)N)C2=CC=CC=C2)C)C (1-[4-(6-Ethoxy-7,8-dimethyl-3-phenylimidazo[1,2-b]pyridazin-2-yl)phenyl]-cyclobutanamine). Isolated yield 82.0%. RXN SMILES: [CH2:1]([O:3][C:4]1[C:5]([CH3:38])=[C:6]([CH3:37])[C:7]2[N:8]([C:10]([C:31]3[CH:36]=[CH:35][CH:34]=[CH:33][CH:32]=3)=[C:11]([C:13]3[CH:18]=[CH:17][C:16]([C:19]4([NH:23]C(=O)OC(C)(C)C)[CH2:22][CH2:21][CH2:20]4)=[CH:15][CH:14]=3)[N:12]=2)[N:9]=1)[CH3:2].CO.Cl.O1CCOCC1>C(Cl)Cl>[CH2:1]([O:3][C:4]1[C:5]([CH3:38])=[C:6]([CH3:37])[C:7]2[N:8]([C:10]([C:31]3[CH:32]=[CH:33][CH:34]=[CH:35][CH:36]=3)=[C:11]([C:13]3[CH:14]=[CH:15][C:16]([C:19]4([NH2:23])[CH2:20][CH2:21][CH2:22]4)=[CH:17][CH:18]=3)[N:12]=2)[N:9]=1)[CH3:2]. Procedure details: To a mixture of the tert-butyl {1-[4-(6-ethoxy-7,8-dimethyl-3-phenylimidazo[1,2-b]pyridazin-2-yl)phenyl]cyclobutyl}carbamate that was prepared in a manner analgous to that described for Intermediate Example Int-36 (210 mg, 0.410 mmol, 1.0 eq) in DCM (2.64 mL) and MeOH (1.66 mL) was added a solution of 4 M hydrogen chloride in dioxane (2.05 mL, 8.19 mmol, 20.0 eq) and the mixture was stirred overnight at rt. The mixture was poured onto ice, made alkaline, treated with DCM and filtered through a p... The reactants are CC(=O)OCC(F)=CC1(c2ccc(Cl)cc2)CC1, Fc1ccc(Br)cc1Oc1ccccc1, [Mg], C1CCOC1. Product: FC(=CC1(c2ccc(Cl)cc2)CC1)Cc1ccc(F)c(Oc2ccccc2)c1. As a reaction SMILES: [C:17]([O:18][CH2:21][C:22](=[CH:23][C:24]1([c:27]2[cH:28][cH:29][c:30]([Cl:33])[cH:31][cH:32]2)[CH2:25][CH2:26]1)[F:34])(=[O:19])[CH3:20].[F:1][c:2]1[c:3]([O:9][c:10]2[cH:11][cH:12][cH:13][cH:14][cH:15]2)[cH:4][c:5]([Br:8])[cH:6][cH:7]1.[Mg:16].[O:35]1[CH2:36][CH2:37][CH2:38][CH2:39]1>>[F:1][c:2]1[c:3]([O:9][c:10]2[cH:11][cH:12][cH:13][cH:14][cH:15]2)[cH:4][c:5]([CH2:21][C:22](=[CH:23][C:24]2([c:27]3[cH:28][cH:29][c:30]([Cl:33])[cH:31][cH:32]3)[CH2:25][CH2:26]2)[F:34])[cH:6][cH:7]1.